From a dataset of the Open Reaction Database (ORD), a public repository of structured organic reaction records. describe an organic reaction: reactants, conditions, products, and yield The reactants are [BH4-].[Na+] (sodium borohydride), O.O.O.O.O.O.O.[Cl-].[Cl-].[Cl-].[Ce+3] (Cerium trichloride heptahydrate), CC1=C(C(CCC1)=O)C=CC#CC1=CC=C(C(=O)OCC[Si](C)(C)C)C=C1 ((trimethylsilyl)ethyl 4-(4-(2-methyl-6-oxocyclohexen-1-yl)but-3-en-1-ynyl)benzoate), CC1=C(C(CCC1)=O)C=CC#CC1=CC=C(C(=O)OCC[Si](C)(C)C)C=C1 ((trimethylsilyl)ethyl 4-(4-(2-methyl-6-oxocyclohexen-1-yl)but-3-en-1-ynyl)benzoate). The solvent is C(C)O (ethanol). Run at temperature 0 celsius, time 20 minute. The product is OC1CCCC(=C1/C=C/C#CC1=CC=C(C(=O)OCC[Si](C)(C)C)C=C1)C ((Trimethylsilyl)ethyl (+)-(E)-4-(4-(6-Hydroxy-2-methylcyclohex-1-enyl)but-3-en-1-ynyl)benzoate). As a reaction SMILES: O.O.O.O.O.O.O.[Cl-].[Cl-].[Cl-].[Ce+3].[CH3:12][C:13]1[CH2:18][CH2:17][CH2:16][C:15](=[O:19])[C:14]=1[CH:20]=[CH:21][C:22]#[C:23][C:24]1[CH:38]=[CH:37][C:27]([C:28]([O:30][CH2:31][CH2:32][Si:33]([CH3:36])([CH3:35])[CH3:34])=[O:29])=[CH:26][CH:25]=1.[BH4-].[Na+]>C(O)C>[OH:19][CH:15]1[C:14](/[CH:20]=[CH:21]/[C:22]#[C:23][C:24]2[CH:25]=[CH:26][C:27]([C:28]([O:30][CH2:31][CH2:32][Si:33]([CH3:34])([CH3:35])[CH3:36])=[O:29])=[CH:37][CH:38]=2)=[C:13]([CH3:12])[CH2:18][CH2:17][CH2:16]1 |f:0.1.2.3.4.5.6.7.8.9.10,12.13|. Procedure: Cerium trichloride heptahydrate (4.88 g, 13.1 mmol) and (trimethylsilyl)ethyl 4-(4-(2-methyl-6-oxocyclohexen-1-yl)but-3-en-1-ynyl)benzoate (Compound D, 500 mg, 1.31 mmol) were dissolved in ethanol (80 mL), cooled to 0° C. and treated with sodium borohydride (495 mg, 13.1 mmol) in three equal portions. The resulting solution was stirred in the dark for 20 minutes at 0° C. The excess hydride was quenched by the addition of saturated aqueous NH4Cl and the mixture was extracted 3 times with ethyl ac... Reactants: B(Br)(Br)Br (boron tribromide), ClC1=C(C=CC(=C1)OC)CSC1=NC(=CC(=N1)O)C (2-{[(2-chloro-4-methoxyphenyl)methyl]sulfanyl}-6-methyl-pyrimidin-4-ol), O (Water). Solvent: ClCCl (dichloromethane), ClCCl (dichloromethane). Reaction conditions: time 8 hour. Product: ClC1=C(C=CC(=C1)O)CSC1=NC(=CC(=N1)O)C (2-{[(2-chloro-4-hydroxyphenyl)methyl]sulfanyl}-6-methylpyrimidin-4-ol). The yield is 13.5%. As a reaction SMILES: [Cl:1][C:2]1[CH:7]=[C:6]([O:8]C)[CH:5]=[CH:4][C:3]=1[CH2:10][S:11][C:12]1[N:17]=[C:16]([OH:18])[CH:15]=[C:14]([CH3:19])[N:13]=1.B(Br)(Br)Br.O>ClCCl>[Cl:1][C:2]1[CH:7]=[C:6]([OH:8])[CH:5]=[CH:4][C:3]=1[CH2:10][S:11][C:12]1[N:17]=[C:16]([OH:18])[CH:15]=[C:14]([CH3:19])[N:13]=1. Procedure details: To a 0° C. mixture of 2-{[(2-chloro-4-methoxyphenyl)methyl]sulfanyl}-6-methyl-pyrimidin-4-ol (500 mg, 1.7 mmol) in anhydrous dichloromethane (20 mL) was added a solution of boron tribromide (1 M in THF, 2 mL, 2 mmol). The solution was stirred at room temperature overnight. Water (20 mL) and more dichloromethane (50 mL) were added to the mixture. The undissolved solid material was recovered by filtration, washed with diethyl ether (2×25 mL), and dried in vacuo. The crude product was purified by f...